Dataset: the Open Reaction Database (ORD), a public repository of structured organic reaction records. Task: describe an organic reaction: reactants, conditions, products, and yield The reactants are C(#N)N=C1SCCN1 (2-cyanimino-thiazolidine), ClC=1C=C(CCl)C=CC1Cl (3,4-dichlorobenzyl chloride). The product is C(#N)N=C1SCCN1CC1=CC(=C(C=C1)Cl)Cl (2-cyanimino-3-(3,4-dichlorobenzyl)-thiazolidine). Isolated yield 79.2%. Reaction SMILES: [C:1]([N:3]=[C:4]1[NH:8][CH2:7][CH2:6][S:5]1)#[N:2].[Cl:9][C:10]1[CH:11]=[C:12]([CH:15]=[CH:16][C:17]=1[Cl:18])[CH2:13]Cl>>[C:1]([N:3]=[C:4]1[N:8]([CH2:13][C:12]2[CH:15]=[CH:16][C:17]([Cl:18])=[C:10]([Cl:9])[CH:11]=2)[CH2:7][CH2:6][S:5]1)#[N:2]. Procedure details: 3.82 g (30 mmoles) of 2-cyanimino-thiazolidine are reacted with 6 g (31 mmoles) of 3,4-dichlorobenzyl chloride as described in the previous Example, and the evaporation residue is recrystallized from 50 ml of ethanol to yield 6.8 g of 2-cyanimino-3-(3,4-dichlorobenzyl)-thiazolidine, melting at 130° to 132° C.